From a dataset of the Open Reaction Database (ORD), a public repository of structured organic reaction records. describe an organic reaction: reactants, conditions, products, and yield The reactants are ClC1=C(C=C(O)C=C1)O (4-Chlororesorcinol), CN(C)C=O (DMF), C(#N)CCCOC=1C=C(C=CC1OCCCC#N)CC(=O)O ([3,4-Bis-(3-cyano-propoxy)-phenyl]-acetic acid), P(Cl)(Cl)(Cl)(Cl)Cl (PCl5). Product: ClC=1C=C2C(C(=COC2=CC1O)C1=CC(=C(OCCCC#N)C=C1)OCCCC#N)=O (4-[4-(6-Chloro-7-hydroxy-4-oxo-4H-chromen-3-yl)-2-(3-cyano-propoxy)-phenoxy]-butyronitrile). The yield is 72.5%. RXN SMILES: [Cl:1][C:2]1[CH:8]=[CH:7][C:5]([OH:6])=[CH:4][C:3]=1[OH:9].[C:10]([CH2:12][CH2:13][CH2:14][O:15][C:16]1[CH:17]=[C:18]([CH2:28][C:29]([OH:31])=O)[CH:19]=[CH:20][C:21]=1[O:22][CH2:23][CH2:24][CH2:25][C:26]#[N:27])#[N:11].P(Cl)(Cl)(Cl)(Cl)Cl.[CH3:38]N(C=O)C>>[Cl:1][C:2]1[CH:8]=[C:7]2[C:5](=[CH:4][C:3]=1[OH:9])[O:6][CH:38]=[C:28]([C:18]1[CH:19]=[CH:20][C:21]([O:22][CH2:23][CH2:24][CH2:25][C:26]#[N:27])=[C:16]([O:15][CH2:14][CH2:13][CH2:12][C:10]#[N:11])[CH:17]=1)[C:29]2=[O:31]. Reported procedure: This compounds was synthesised in the same manner as described above. 4-Chlororesorcinol (0.48 g, 3.31 mmol), [3,4-Bis-(3-cyano-propoxy)-phenyl]-acetic acid (1 g, 3.31 mmol), BF3Et2O (8 ml), PCl5 (1.03 g, 4.97 mmol), DMF (8 ml and 12 ml). The precipitate formed was filtered and re-crystallized from methanol to give 4-[4-(6-Chloro-7-hydroxy-4-oxo-4H-chromen-3-yl)-2-(3-cyano-propoxy)-phenoxy]-butyronitrile as a white solid (1.05 g, 72.5%); Rf 0.6 ethyl acetate/hexane (80/20)]. The yield is 81.1%. Product: COC1=C(CN(S(=O)(=O)C2=C(C=C(C(=C2)F)O[C@@H]2[C@H](CCC2)C2=CC=NN2CC)F)C2=NC=NC=C2)C=CC(=C1)OC (N-(2,4-Dimethoxybenzyl)-4-{[(1S*,2R*)-2-(1-ethyl-1H-pyrazol-5-yl)cyclopentyl]oxy}-2,5-difluoro-N-(pyrimidin-4-yl)benzenesulfonamide). Run in CN(C)C=O (DMF). The reactants are COC1=C(CN(S(=O)(=O)C2=C(C=C(C(=C2)F)F)F)C2=NC=NC=C2)C=CC(=C1)OC (N-(2,4-dimethoxybenzyl)-2,4,5-trifluoro-N-(pyrimidin-4-yl)benzenesulfonamide), C(C)N1N=CC=C1[C@@H]1[C@H](CCC1)O ((1S*,2R*)-2-(1-ethyl-1H-pyrazol-5-yl)cyclopentanol), [H-].[Na+] (sodium hydride). As a reaction SMILES: [CH3:1][O:2][C:3]1[CH:28]=[C:27]([O:29][CH3:30])[CH:26]=[CH:25][C:4]=1[CH2:5][N:6]([C:19]1[CH:24]=[CH:23][N:22]=[CH:21][N:20]=1)[S:7]([C:10]1[CH:15]=[C:14]([F:16])[C:13](F)=[CH:12][C:11]=1[F:18])(=[O:9])=[O:8].[CH2:31]([N:33]1[C:37]([C@H:38]2[CH2:42][CH2:41][CH2:40][C@@H:39]2[OH:43])=[CH:36][CH:35]=[N:34]1)[CH3:32].[H-].[Na+]>CN(C=O)C>[CH3:1][O:2][C:3]1[CH:28]=[C:27]([O:29][CH3:30])[CH:26]=[CH:25][C:4]=1[CH2:5][N:6]([C:19]1[CH:24]=[CH:23][N:22]=[CH:21][N:20]=1)[S:7]([C:10]1[CH:15]=[C:14]([F:16])[C:13]([O:43][C@H:39]2[CH2:40][CH2:41][CH2:42][C@@H:38]2[C:37]2[N:33]([CH2:31][CH3:32])[N:34]=[CH:35][CH:36]=2)=[CH:12][C:11]=1[F:18])(=[O:8])=[O:9] |f:2.3|. Reported procedure: The reaction and aftertreatment were conducted in the same manner as in Example 1a by using the N-(2,4-dimethoxybenzyl)-2,4,5-trifluoro-N-(pyrimidin-4-yl)benzenesulfonamide (200 mg, 0.455 mmol) prepared in Example 14b, (1S*,2R*)-2-(1-ethyl-1H-pyrazol-5-yl)cyclopentanol (78.0 mg, 0.432 mmol) prepared in Example 37a, sodium hydride (63%; 24.7 mg, 0.648 mmol) and DMF (2.0 mL), to yield the title compound (210 mg, 81%) as a colorless oil. Starting materials: FC1=C2C3(CCN(C2=CC=C1)CC(=O)N)CCC3 (2-(5′-fluoro-2′,3′-dihydro-1′H-spiro[cyclobutane-1,4′-quinolin]-1′-yl)-acetamide), CSC.B (borane dimethylsulfide). The solvent is O1CCCC1 (tetrahydrofurane). Run at temperature 70 celsius. The product is FC1=C2C3(CCN(C2=CC=C1)CCN)CCC3 (2-(5′-fluoro-2′,3′-dihydro-1′H-spiro[cyclobutane-1,4′-quinolin]-1′-yl)ethanamine). Yield: 26.7%. Reaction SMILES: [F:1][C:2]1[CH:11]=[CH:10][CH:9]=[C:8]2[C:3]=1[C:4]1([CH2:18][CH2:17][CH2:16]1)[CH2:5][CH2:6][N:7]2[CH2:12][C:13]([NH2:15])=O.CSC.B>O1CCCC1>[F:1][C:2]1[CH:11]=[CH:10][CH:9]=[C:8]2[C:3]=1[C:4]1([CH2:16][CH2:17][CH2:18]1)[CH2:5][CH2:6][N:7]2[CH2:12][CH2:13][NH2:15] |f:1.2|. Procedure: A solution of 40 mg (0.16 mmol) of 2-(5′-fluoro-2′,3′-dihydro-1′H-spiro[cyclobutane-1,4′-quinolin]-1′-yl)-acetamide obtained in step 31.4 in 1 ml of tetrahydrofurane was treated with 38 μl (0.40 mmol) of borane dimethylsulfide and heated to 70° C. for two hours. The mixture was quenched with water and hydrochloric acid, diluted with dichloromethane and extracted twice with water. The combined aqueous phases were set to pH 10 with sodium hydroxide solution and extracted 3× with dichloromethane. T... The reactants are CCOC(C)=O, C=CCC1CC(C)(C)CCC1=O, C1CCOC1. The product is C=CCC1CC(C)(C)CCC1O. Reaction SMILES: [CH3:18][CH2:19][O:20][C:21](=[O:22])[CH3:23].[CH3:1][C:2]1([CH3:12])[CH2:3][CH:4]([CH2:9][CH:10]=[CH2:11])[C:5](=[O:8])[CH2:6][CH2:7]1.[O:13]1[CH2:14][CH2:15][CH2:16][CH2:17]1>>[CH3:1][C:2]1([CH3:12])[CH2:3][CH:4]([CH2:9][CH:10]=[CH2:11])[CH:5]([OH:8])[CH2:6][CH2:7]1. Reactants: ClC1=NC2=C(C=CC=C2C=C1C=O)C (2-chloro-8-methylquinoline 3-carbaldehyde), COC1=C(C=CC=C1)B(O)O (2-methoxyphenyl boronic acid), C([O-])([O-])=O.[Na+].[Na+] (sodium carbonate). The reagents and catalysts are C=1C=CC(=CC1)[P](C=2C=CC=CC2)(C=3C=CC=CC3)[Pd]([P](C=4C=CC=CC4)(C=5C=CC=CC5)C=6C=CC=CC6)([P](C=7C=CC=CC7)(C=8C=CC=CC8)C=9C=CC=CC9)[P](C=1C=CC=CC1)(C=1C=CC=CC1)C=1C=CC=CC1 (tetrakis(triphenylphosphine)palladium). Run in C(C)#N (acetonitrile), O (water). Yields the product COC1=C(C=CC=C1)C1=NC2=C(C=CC=C2C=C1C=O)C (2-(2-methoxyphenyl)-8-methylquinoline-3-carbaldehyde). The yield is 90.1%. RXN SMILES: Cl[C:2]1[C:11]([CH:12]=[O:13])=[CH:10][C:9]2[C:4](=[C:5]([CH3:14])[CH:6]=[CH:7][CH:8]=2)[N:3]=1.[CH3:15][O:16][C:17]1[CH:22]=[CH:21][CH:20]=[CH:19][C:18]=1B(O)O.C(=O)([O-])[O-].[Na+].[Na+]>C(#N)C.O.C1C=CC([P]([Pd]([P](C2C=CC=CC=2)(C2C=CC=CC=2)C2C=CC=CC=2)([P](C2C=CC=CC=2)(C2C=CC=CC=2)C2C=CC=CC=2)[P](C2C=CC=CC=2)(C2C=CC=CC=2)C2C=CC=CC=2)(C2C=CC=CC=2)C2C=CC=CC=2)=CC=1>[CH3:15][O:16][C:17]1[CH:22]=[CH:21][CH:20]=[CH:19][C:18]=1[C:2]1[C:11]([CH:12]=[O:13])=[CH:10][C:9]2[C:4](=[C:5]([CH3:14])[CH:6]=[CH:7][CH:8]=2)[N:3]=1 |f:2.3.4,^1:39,41,60,79|. Procedure: Prepared according to Procedure A using 2-chloro-8-methylquinoline 3-carbaldehyde (0.206 g, 1 mmol), 2-methoxyphenyl boronic acid (0.167 g, 1.1 mmol, 1.1 eq), tetrakis(triphenylphosphine)palladium (0.058 g, 0.05 mmol, 0.05 eq), and sodium carbonate (0.530 g, 5 mmol, 5 eq) in acetonitrile (7.5 mL) and water (2.5 mL). After purification, 2-(2-methoxyphenyl)-8-methylquinoline-3-carbaldehyde (0.250 g, 90%) was obtained as a white solid. 1H NMR (500 MHz, DMSO-d6) δ ppm 9.86 (1H, s), 8.88 (1H, s), 8.1... Reactants: CO, CCCON=C(C(=O)OCC)c1csc(N)n1, [Na+], C1CCOC1, [OH-]. Product: CCCON=C(C(=O)O)c1csc(N)n1. As a reaction SMILES: [CH3:18][OH:19].[NH2:1][c:2]1[s:3][cH:4][c:5]([C:7]([C:8](=[O:9])[O:10][CH2:11][CH3:12])=[N:13][O:14][CH2:15][CH2:16][CH3:17])[n:6]1.[Na+:21].[O:22]1[CH2:23][CH2:24][CH2:25][CH2:26]1.[OH-:20]>>[NH2:1][c:2]1[s:3][cH:4][c:5]([C:7]([C:8](=[O:9])[OH:10])=[N:13][O:14][CH2:15][CH2:16][CH3:17])[n:6]1.